This data is from the Open Reaction Database (ORD), a public repository of structured organic reaction records. The task is: describe an organic reaction: reactants, conditions, products, and yield The reactants are FC1=CC=C(CN2C(N(CC2)C=2C=C(C(=O)OC)C=CN2)=O)C=C1 (methyl 2-(3-(4-fluorobenzyl)-2-oxoimidazolidin-1-yl)isonicotinate), O.[OH-].[Li+] (lithium hydroxide monohydrate). Solvent: O1CCCC1 (tetrahydrofuran), O (water). The product is FC1=CC=C(CN2C(N(CC2)C=2C=C(C(=O)O)C=CN2)=O)C=C1 (2-(3-(4-fluorobenzyl)-2-oxoimidazolidin-1-yl)isonicotinic acid). The yield is 94.7%. Reaction SMILES: [F:1][C:2]1[CH:24]=[CH:23][C:5]([CH2:6][N:7]2[CH2:11][CH2:10][N:9]([C:12]3[CH:13]=[C:14]([CH:19]=[CH:20][N:21]=3)[C:15]([O:17]C)=[O:16])[C:8]2=[O:22])=[CH:4][CH:3]=1.O.[OH-].[Li+]>O1CCCC1.O>[F:1][C:2]1[CH:3]=[CH:4][C:5]([CH2:6][N:7]2[CH2:11][CH2:10][N:9]([C:12]3[CH:13]=[C:14]([CH:19]=[CH:20][N:21]=3)[C:15]([OH:17])=[O:16])[C:8]2=[O:22])=[CH:23][CH:24]=1 |f:1.2.3|. Reported procedure: A solution of methyl 2-(3-(4-fluorobenzyl)-2-oxoimidazolidin-1-yl)isonicotinate (4.57 g, 13.90 mmol) and lithium hydroxide monohydrate (4.05 g, 96.52 mmol) in tetrahydrofuran (170 mL) and water (85 mL) was stirred for 19 hours. The organic solvent was removed in vacuo. The aqueous solution was acidified with 12 M hydrochloric acid solution until pH 3. The solid was filtered, washed with water (30 mL), hexanes (20 mL) and dried in vacuo to give 2-(3-(4-fluorobenzyl)-2-oxoimidazolidin-1-yl)isonico...